From a dataset of the Open Reaction Database (ORD), a public repository of structured organic reaction records. describe an organic reaction: reactants, conditions, products, and yield Product: COc1c(Cl)cc(F)c(N2C(=O)c3ccccc3C2=O)c1N. Starting materials: CC(=O)O, COc1c(Cl)cc(F)c(N2C(=O)c3ccccc3C2=O)c1[N+](=O)[O-], [Fe], O. Reaction SMILES: [CH3:26][C:27](=[O:28])[OH:29].[Cl:1][c:2]1[cH:3][c:4]([F:24])[c:5]([N:13]2[C:14](=[O:23])[c:15]3[c:16]([cH:19][cH:20][cH:21][cH:22]3)[C:17]2=[O:18])[c:6]([N+:10]([O-:11])=[O:12])[c:7]1[O:8][CH3:9].[Fe:30].[OH2:25]>>[Cl:1][c:2]1[cH:3][c:4]([F:24])[c:5]([N:13]2[C:14](=[O:23])[c:15]3[c:16]([cH:19][cH:20][cH:21][cH:22]3)[C:17]2=[O:18])[c:6]([NH2:10])[c:7]1[O:8][CH3:9]. Starting materials: CCN=C=NCCCN(C)C, CN(C)C=O, CCN(C(C)C)C(C)C, [Cl-], Cl, [NH4+], O, On1nnc2cccnc21, O=C(O)c1ccccc1-n1cccn1. Yields the product NC(=O)c1ccccc1-n1cccn1. RXN SMILES: [CH3:18][N:19]([CH3:20])[CH2:21][CH2:22][CH2:23][N:24]=[C:25]=[N:26][CH2:27][CH3:28].[CH3:48][N:49]([CH3:50])[CH:51]=[O:52].[CH:39]([N:40]([CH:41]([CH3:42])[CH3:43])[CH2:44][CH3:45])([CH3:46])[CH3:47].[Cl-:15].[ClH:17].[NH4+:16].[OH2:53].[OH:29][n:30]1[c:31]2[n:32][cH:33][cH:34][cH:35][c:36]2[n:37][n:38]1.[n:1]1(-[c:6]2[c:7]([C:8](=[O:9])[OH:10])[cH:11][cH:12][cH:13][cH:14]2)[n:2][cH:3][cH:4][cH:5]1>>[n:1]1(-[c:6]2[c:7]([C:8](=[O:9])[NH2:19])[cH:11][cH:12][cH:13][cH:14]2)[n:2][cH:3][cH:4][cH:5]1.